This data is from the Open Reaction Database (ORD), a public repository of structured organic reaction records. The task is: describe an organic reaction: reactants, conditions, products, and yield The reactants are C=Cc1nc(OCC)n(Cc2ccc(-c3ccccc3C(=O)OC(C)(C)C)cc2F)c1C=NO, CCO, [Pd]. The product is CCOc1nc(CC)c(C=NO)n1Cc1ccc(-c2ccccc2C(=O)OC(C)(C)C)cc1F. As a reaction SMILES: [C:1]([CH3:2])([CH3:3])([CH3:4])[O:5][C:6](=[O:7])[c:8]1[c:9](-[c:14]2[cH:15][c:16]([F:34])[c:17]([CH2:20][n:21]3[c:22]([O:31][CH2:32][CH3:33])[n:23][c:24]([CH:29]=[CH2:30])[c:25]3[CH:26]=[N:27][OH:28])[cH:18][cH:19]2)[cH:10][cH:11][cH:12][cH:13]1.[CH3:35][CH2:36][OH:37].[Pd:38]>>[C:1]([CH3:2])([CH3:3])([CH3:4])[O:5][C:6](=[O:7])[c:8]1[c:9](-[c:14]2[cH:15][c:16]([F:34])[c:17]([CH2:20][n:21]3[c:22]([O:31][CH2:32][CH3:33])[n:23][c:24]([CH2:29][CH3:30])[c:25]3[CH:26]=[N:27][OH:28])[cH:18][cH:19]2)[cH:10][cH:11][cH:12][cH:13]1. Starting materials: ClC=1C=C2C(C(=O)N(C2=O)CC(C)C)=CC1 (4-chloro-N-isobutylphthalimide), O (water). Solvent: CO (methanol), [BH4-].[K+] (potassium borohydride). Run at temperature 20 celsius, time 20 hour. The product is ClC1=CC=C2C(N(C(C2=C1)=O)CC(C)C)O (6-chloro-3-hydroxy-2-isobutyl-2,3-dihydroisoindol-1-one), ClC=1C=C2C(N(C(C2=CC1)=O)CC(C)C)O (5-chloro-3-hydroxy-2-isobutyl-2,3-dihydroisoindol-1-one). Yield: 198.3%. As a reaction SMILES: [Cl:1][C:2]1[CH:3]=[C:4]2[C:9](=[O:10])[N:8]([CH2:11][CH:12]([CH3:14])[CH3:13])[C:6](=[O:7])[C:5]2=[CH:15][CH:16]=1.O>CO.[BH4-].[K+]>[Cl:1][C:2]1[CH:3]=[C:4]2[C:5]([CH:6]([OH:7])[N:8]([CH2:11][CH:12]([CH3:13])[CH3:14])[C:9]2=[O:10])=[CH:15][CH:16]=1.[Cl:1][C:2]1[CH:3]=[C:4]2[C:5](=[CH:15][CH:16]=1)[C:6](=[O:7])[N:8]([CH2:11][CH:12]([CH3:13])[CH3:14])[CH:9]2[OH:10] |f:3.4|. Procedure details: 5-Chloro-3-hydroxy-2-isobutyl-2,3-dihydroisoindol-1-one and 6-chloro-3-hydroxy-2-isobutyl-2,3-dihydroisoindol-1-one are prepared as described in Example 1, starting with 12 g of 4-chloro-N-isobutylphthalimide in 100 cm3 of methanol and 3 g of potassium borohydride. The reaction mixture is stirred at a temperature in the region of 20° C. for 20 hours and is then cooled to a temperature in the region of 0° C. and 100 cm3 of distilled water are added dropwise. The methanol is then partially evapora... Starting materials: C(C1=CC=CC=C1)N=C=O (Benzyl isocyanate), IC1=NNC2=CC=C(C=C12)N (3-iodo-1H-indazol-5-ylamine). The yield is 55.0%. The solvent is C1CCOC1 (THF). Reaction conditions: time 2.5 hour. Reaction SMILES: [CH2:1]([N:8]=[C:9]=[O:10])[C:2]1[CH:7]=[CH:6][CH:5]=[CH:4][CH:3]=1.[I:11][C:12]1[C:20]2[C:15](=[CH:16][CH:17]=[C:18]([NH2:21])[CH:19]=2)[NH:14][N:13]=1>C1COCC1>[CH2:1]([NH:8][C:9]([NH:21][C:18]1[CH:19]=[C:20]2[C:15](=[CH:16][CH:17]=1)[NH:14][N:13]=[C:12]2[I:11])=[O:10])[C:2]1[CH:7]=[CH:6][CH:5]=[CH:4][CH:3]=1. Procedure details: Benzyl isocyanate (0.25 mL, 2.0 mmol) was added to 3-iodo-1H-indazol-5-ylamine (Preparation #28, 0.50 g, 1.9 mmol) in THF (10 mL). After stirring at ambient temperature for about 2.5 hours, the mixture was filtered and washed with Et2O to give 1-benzyl-3-(3-iodo-1H-indazol-5-yl)-urea (0.41 g, 55%) as an ivory solid; RP-HPLC (Table 1, Method e) Rt 0.98 min, m/z (ESI+) 393.0 (M+H)+. The product is C(C1=CC=CC=C1)NC(=O)NC=1C=C2C(=NNC2=CC1)I (1-benzyl-3-(3-iodo-1H-indazol-5-yl)-urea). The reactants are C1(CCCCCC1)N1CC(C(C1=O)(C)C)C=O (1-Cycloheptyl-4,4-dimethyl-5-oxo-pyrrolidine-3-carbaldehyde), FC1=C(NC)C=CC=C1 (2-fluoro-N-methylaniline), C(C)(=O)O[BH-](OC(C)=O)OC(C)=O (triacetoxyborohydride). The solvent is O1CCCC1 (tetrahydrofuran). Yields the product C1(CCCCCC1)N1C(C(C(C1)CN(C)C1=C(C=CC=C1)F)(C)C)=O (1-cycloheptyl-4-{[(2-fluorophenyl)(methyl)amino]methyl}-3,3-dimethylpyrrolidin-2-one). Reaction SMILES: [CH:1]1([N:8]2[C:12](=[O:13])[C:11]([CH3:15])([CH3:14])[CH:10]([CH:16]=O)[CH2:9]2)[CH2:7][CH2:6][CH2:5][CH2:4][CH2:3][CH2:2]1.[F:18][C:19]1[CH:26]=[CH:25][CH:24]=[CH:23][C:20]=1[NH:21][CH3:22].C(O[BH-](OC(=O)C)OC(=O)C)(=O)C>O1CCCC1>[CH:1]1([N:8]2[CH2:9][CH:10]([CH2:16][N:21]([C:20]3[CH:23]=[CH:24][CH:25]=[CH:26][C:19]=3[F:18])[CH3:22])[C:11]([CH3:15])([CH3:14])[C:12]2=[O:13])[CH2:7][CH2:6][CH2:5][CH2:4][CH2:3][CH2:2]1. Procedure: A solution of Example 4A (30 mg, 0.12 mmoles), 2-fluoro-N-methylaniline (19 mg, 0.15 mmoles) MP-triacetoxyborohydride (137 mg, 0.3 mmoles) in tetrahydrofuran (1.25 mL) was stirred for twelve hours. The reaction was filtered and solvent evaporated in vacuo. The crude reaction mixture was purified by preparative reverse phase HPLC on a Waters Symmetry C8 column (25 mm×100 mm, 7 um particle size) using a gradient of 20% to 100% acetonitrile:water (0.1% trifluoroacetic acid) over eighteen minutes at... As a reaction SMILES: [Li].[S].[F:3][C:4](=[C:8]([F:10])[F:9])[CH2:5][CH2:6]S.[Br:11]CCC(F)=C(F)F.[Mg:19]>>[F:3][C:4](=[C:8]([F:10])[F:9])[CH2:5][CH2:6][Mg:19][Br:11] |^1:0,^3:1|. Procedure details: For example, glyoxylic acid may be reacted with hydroxylamine hydrochloride in an aqueous medium, forming the corresponding oxime. This oxime is then reacted with chlorine in aqueous methylene chloride to form dichloroformaldoxime. Treatment of dichloroformaldoxime with silver nitrate in the presence of cyanogen chloride produces 3,5-dichloro-1,2,4-oxadiazole. If cyanogen bromide is substituted for cyanogen chloride, the product recovered is 5-bromo-3-chloro-1,2,4-oxadiazole. The final product, ... The product is FC(CC[Mg]Br)=C(F)F (3,4,4-trifluoro-3-buten-1-ylmagnesium bromide). The reactants are dihalo-1,2,4-oxadiazole, 4-bromo-1,2,2-trifluoro-1-butene, FC(CCS)=C(F)F (3,4,4-trifluoro-3-butene-1-thiol), 5-halo-3-chloro-1,2,4-oxadiazole, BrCCC(=C(F)F)F (4-bromo-1,1,2-trifluoro-1-butene), [Mg] (magnesium), FC(CCS)=C(F)F (3,4,4-trifluoro-3-butene-1-thiol), [Li] (lithium), [S] (sulfur). Starting materials: Clc1ncnc2c1ccn2Cc1ccccc1, C1CCOC1, Cl, [H-], [Na+], OC1CCCCC1. Product: c1ccc(Cn2ccc3c(OC4CCCCC4)ncnc32)cc1. As a reaction SMILES: [CH2:10]([c:11]1[cH:12][cH:13][cH:14][cH:15][cH:16]1)[n:17]1[cH:18][cH:19][c:20]2[c:21]1[n:22][cH:23][n:24][c:25]2[Cl:26].[CH2:28]1[O:29][CH2:30][CH2:31][CH2:32]1.[ClH:27].[H-:1].[Na+:2].[OH:3][CH:4]1[CH2:5][CH2:6][CH2:7][CH2:8][CH2:9]1>>[O:3]([CH:4]1[CH2:5][CH2:6][CH2:7][CH2:8][CH2:9]1)[c:25]1[c:20]2[cH:19][cH:18][n:17]([CH2:10][c:11]3[cH:12][cH:13][cH:14][cH:15][cH:16]3)[c:21]2[n:22][cH:23][n:24]1. Starting materials: CC(=O)O, N#C[K], Nc1ccccc1, O=C1CCN(CCc2ccccc2)CC1, O. Product: N#CC1(Nc2ccccc2)CCN(CCc2ccccc2)CC1. As a reaction SMILES: [CH3:23][C:24](=[O:25])[OH:26].[K:27][C:28]#[N:29].[NH2:16][c:17]1[cH:18][cH:19][cH:20][cH:21][cH:22]1.[O:1]=[C:2]1[CH2:3][CH2:4][N:5]([CH2:8][CH2:9][c:10]2[cH:11][cH:12][cH:13][cH:14][cH:15]2)[CH2:6][CH2:7]1.[OH2:30]>>[C:2]1([NH:16][c:17]2[cH:18][cH:19][cH:20][cH:21][cH:22]2)([C:28]#[N:29])[CH2:3][CH2:4][N:5]([CH2:8][CH2:9][c:10]2[cH:11][cH:12][cH:13][cH:14][cH:15]2)[CH2:6][CH2:7]1.